This data is from the Open Reaction Database (ORD), a public repository of structured organic reaction records. The task is: describe an organic reaction: reactants, conditions, products, and yield Starting materials: CCO, COc1ccc(CN2CCC(NC(c3ccccc3)c3ccccc3)CC2=O)c(OC)c1, Cl, [H][H]. Product: COc1ccc(CN2CCC(N)CC2=O)c(OC)c1. RXN SMILES: [CH3:36][CH2:37][OH:38].[CH:1]([c:2]1[cH:3][cH:4][cH:5][cH:6][cH:7]1)([c:8]1[cH:9][cH:10][cH:11][cH:12][cH:13]1)[NH:14][CH:15]1[CH2:16][C:17](=[O:32])[N:18]([CH2:21][c:22]2[c:23]([O:30][CH3:31])[cH:24][c:25]([O:28][CH3:29])[cH:26][cH:27]2)[CH2:19][CH2:20]1.[ClH:33].[H:34][H:35]>>[NH2:14][CH:15]1[CH2:16][C:17](=[O:32])[N:18]([CH2:21][c:22]2[c:23]([O:30][CH3:31])[cH:24][c:25]([O:28][CH3:29])[cH:26][cH:27]2)[CH2:19][CH2:20]1. Reactants: C(Cl)C1CO1 (epichlorohydrin), C(CCCCCCCCCCCCCCC)NC1=CC=C(C(=O)[O-])C=C1.[Na+] (sodium 4-(n-hexadecylamino)benzoate), CN(P(=O)(N(C)C)N(C)C)C (hexamethylphosphoramide). The solvent is O (water). Run at temperature 105 celsius, time 5 hour. The product is C(CCCCCCCCCCCCCCC)NC1=CC=C(C(=O)OCC2CO2)C=C1 (2,3-epoxypropyl 4-(n-hexadecylamino)benzoate). As a reaction SMILES: [CH2:1]([CH:3]1[O:5][CH2:4]1)Cl.[CH2:6]([NH:22][C:23]1[CH:31]=[CH:30][C:26]([C:27]([O-:29])=[O:28])=[CH:25][CH:24]=1)[CH2:7][CH2:8][CH2:9][CH2:10][CH2:11][CH2:12][CH2:13][CH2:14][CH2:15][CH2:16][CH2:17][CH2:18][CH2:19][CH2:20][CH3:21].[Na+].CN(C)P(N(C)C)(N(C)C)=O>O>[CH2:6]([NH:22][C:23]1[CH:24]=[CH:25][C:26]([C:27]([O:29][CH2:1][CH:3]2[O:5][CH2:4]2)=[O:28])=[CH:30][CH:31]=1)[CH2:7][CH2:8][CH2:9][CH2:10][CH2:11][CH2:12][CH2:13][CH2:14][CH2:15][CH2:16][CH2:17][CH2:18][CH2:19][CH2:20][CH3:21] |f:1.2|. Procedure: A mixture of 89.0 g of epichlorohydrin, 92.0 g of sodium 4-(n-hexadecylamino)benzoate, and 350 ml of hexamethylphosphoramide is stirred at 105° C. for 5 hours, allowed to cool, and poured into 1.0 liter of water. The white solid is collected by filtration, recrystallized from acetonitrile and then from hexane-methylene chloride to yield 2,3-epoxypropyl 4-(n-hexadecylamino)benzoate, mp 86°-89° C. Reactants: ClC=1C=C(C(=O)NC\C=C\C2=CC=CC=C2)C=CC1 ((E)-3-chloro-N-cinnamylbenzamide), C(C=CC1=CC=CC=C1)N (cinnamylamine), C1=C(C=CC2=CC=CC=C12)C(=O)O (2-naphthoic acid). Product: C(\C=C\C1=CC=CC=C1)NC(=O)C1=CC2=CC=CC=C2C=C1 ((E)-N-cinnamyl-2-naphthalenecarboxamide). Reaction SMILES: Cl[C:2]1[CH:3]=[C:4]([CH:17]=[CH:18][CH:19]=1)[C:5]([NH:7][CH2:8]/[CH:9]=[CH:10]/[C:11]1[CH:16]=[CH:15][CH:14]=[CH:13][CH:12]=1)=[O:6].[CH2:20](N)[CH:21]=[CH:22][C:23]1C=CC=CC=1.C1C2C(=CC=CC=2)C=CC=1C(O)=O>>[CH2:8]([NH:7][C:5]([C:4]1[CH:17]=[CH:18][C:19]2[C:2](=[CH:20][CH:21]=[CH:22][CH:23]=2)[CH:3]=1)=[O:6])/[CH:9]=[CH:10]/[C:11]1[CH:16]=[CH:15][CH:14]=[CH:13][CH:12]=1. Procedure details: (E)-N-Cinnamyl-2-naphthalenecarboxamide may be obtained in the following manner: working in a manner similar to that described in Example 21 for the preparation of (E)-3-chloro-N-cinnamylbenzamide, starting with cinnamylamine (5.3 g) and 2-naphthoic acid (7.6 g), and after recrystallization in ethyl acetate, (E)-N-cinnamyl-2-naphthalenecarboxamide (4.3 g) is obtained. Starting materials: ClC(OC1=CC=CC=C1)(OC1=CC=CC=C1)Cl (Dichlorodiphenoxymethane), CS(=O)(=O)N (methylsulfonamide). Solvent: CCOC(=O)C (EtOAc). The product is CS(=O)(=O)N=C(OC1=CC=CC=C1)OC1=CC=CC=C1 (diphenyl methylsulfonylcarbonimidate). Yield: 34.7%. Reaction SMILES: Cl[C:2](Cl)([O:10][C:11]1[CH:16]=[CH:15][CH:14]=[CH:13][CH:12]=1)[O:3][C:4]1[CH:9]=[CH:8][CH:7]=[CH:6][CH:5]=1.[CH3:18][S:19]([NH2:22])(=[O:21])=[O:20]>CCOC(C)=O>[CH3:18][S:19]([N:22]=[C:2]([O:10][C:11]1[CH:16]=[CH:15][CH:14]=[CH:13][CH:12]=1)[O:3][C:4]1[CH:9]=[CH:8][CH:7]=[CH:6][CH:5]=1)(=[O:21])=[O:20]. Procedure: Dichlorodiphenoxymethane (2 g, 7.46 mmol) and methylsulfonamide (1.56 g, 16.41 mmol) were dissolved in EtOAc (15 ml) and heated to reflux for 12 hours. The mixture was allowed to cool and was concentrated under vacuum. Purification of the crude mixture by flash chromatography (20% EtOAc/hexanes) afforded diphenyl methylsulfonylcarbonimidate (0.75 g, 2.59 mmol, 35%). Starting materials: BrC1CC=2C(N(C(C2CC1F)=O)C1=C(C=C(C(=C1)OCC#C)Cl)F)=O (5-bromo-2-[4-chloro-2-fluoro-5-(2-propynyloxy)phenyl]-6-fluoro4,5,6,7-tetrahydro-1H-isoindole-1,3(2H)-dione), n-tributyltin hydride, CC(C)(C#N)N=NC(C)(C)C#N (AIBN). Run in C1=CC=CC=C1 (benzene). Yields the product ClC1=CC(=C(C=C1OCC#C)N1C(C=2CCC(CC2C1=O)F)=O)F (2-[4-chloro-2-fluoro-5-(2-propynyloxy)phenyl]-5-fluoro-4,5,6,7-tetrahydro-1H-isoindole-1,3(2H)-dione). The yield is 77.4%. As a reaction SMILES: Br[CH:2]1[CH:10]([F:11])[CH2:9][C:8]2[C:7](=[O:12])[N:6]([C:13]3[CH:18]=[C:17]([O:19][CH2:20][C:21]#[CH:22])[C:16]([Cl:23])=[CH:15][C:14]=3[F:24])[C:5](=[O:25])[C:4]=2[CH2:3]1.CC(N=NC(C#N)(C)C)(C#N)C>C1C=CC=CC=1>[Cl:23][C:16]1[C:17]([O:19][CH2:20][C:21]#[CH:22])=[CH:18][C:13]([N:6]2[C:7](=[O:12])[C:8]3[CH2:9][CH:10]([F:11])[CH2:2][CH2:3][C:4]=3[C:5]2=[O:25])=[C:14]([F:24])[CH:15]=1. Procedure details: A mixture of 526 mg (1.22 mmol) of 5-bromo-2-[4-chloro-2-fluoro-5-(2-propynyloxy)phenyl]-6-fluoro4,5,6,7-tetrahydro-1H-isoindole-1,3(2H)-dione, 822 mL of n-tributyltin hydride (3.06 mmol), and a catalytic amount of AIBN (2,2'-azobis[2-methylpropanenitrile]) in 20 mL of benzene was warmed under reflux for 1h. The mixture was then concentrated under reduced pressure. The crude product was purified by flash chromatography over silica gel eluting with a 1:4 v:v mixture of ethyl acetate and n-hexane ... Yields the product C#Cc1ccc([Si](C)(C)CC=C)cc1. As a reaction SMILES: [CH2:1]([CH:2]=[CH2:3])[Si:4]([c:5]1[cH:6][cH:7][c:8]([C:11]#[C:12][Si:13]([CH3:14])([CH3:15])[CH3:16])[cH:9][cH:10]1)([CH3:17])[CH3:18].[CH3:22][OH:23].[ClH:21].[K+:20].[OH-:19]>>[CH2:1]([CH:2]=[CH2:3])[Si:4]([c:5]1[cH:6][cH:7][c:8]([C:11]#[CH:12])[cH:9][cH:10]1)([CH3:17])[CH3:18]. Reactants: C=CC[Si](C)(C)c1ccc(C#C[Si](C)(C)C)cc1, CO, Cl, [K+], [OH-]. The reactants are ClC1=NC=C(C=C1)[N+](=O)[O-] (2-chloro-5-nitropyridine), C(C1=CC=CC=C1)N (benzylamine), Cl (HCl). Solvent: C(C)O (ethanol). The product is C(C1=CC=CC=C1)NC1=NC=C(C=C1)[N+](=O)[O-] (2-benzylamino-5-nitropyridine). Isolated yield 88.1%. RXN SMILES: Cl[C:2]1[CH:7]=[CH:6][C:5]([N+:8]([O-:10])=[O:9])=[CH:4][N:3]=1.[CH2:11]([NH2:18])[C:12]1[CH:17]=[CH:16][CH:15]=[CH:14][CH:13]=1.Cl>C(O)C>[CH2:11]([NH:18][C:2]1[CH:7]=[CH:6][C:5]([N+:8]([O-:10])=[O:9])=[CH:4][N:3]=1)[C:12]1[CH:17]=[CH:16][CH:15]=[CH:14][CH:13]=1. Procedure: A solution of 2-chloro-5-nitropyridine (1.59 g, 10 mmol) and benzylamine (2.3 mL, 21 mmol) in ethanol (10 mL) was heated at reflux for 2 h. The reaction mixture was allowed to ambient temperature, 1.2 N HCl was added, the precipitate collected, rinsed with water, and dried to give 2.02 g of 2-benzylamino-5-nitropyridine as a yellow solid. The reactants are COc1cccc(OC(F)(F)F)c1, COc1ccccc1C1(CC(=O)N2CCN(c3cccnn3)CC2)C(=O)Nc2ccc(Cl)cc21, O=S(=O)(Cl)Cl. The product is COc1ccc(S(=O)(=O)N2C(=O)C(CC(=O)N3CCN(c4cccnn4)CC3)(c3ccccc3OC)c3cc(Cl)ccc32)c(OC(F)(F)F)c1. As a reaction SMILES: [CH3:40][O:41][c:42]1[cH:43][c:44]([O:48][C:49]([F:50])([F:51])[F:52])[cH:45][cH:46][cH:47]1.[Cl:1][c:2]1[cH:3][c:4]2[c:8]([cH:9][cH:10]1)[NH:7][C:6](=[O:11])[C:5]2([CH2:12][C:13]([N:14]1[CH2:15][CH2:16][N:17]([c:20]2[n:21][n:22][cH:23][cH:24][cH:25]2)[CH2:18][CH2:19]1)=[O:26])[c:27]1[c:28]([O:33][CH3:34])[cH:29][cH:30][cH:31][cH:32]1.[S:35](=[O:36])(=[O:37])([Cl:38])[Cl:39]>>[Cl:1][c:2]1[cH:3][c:4]2[c:8]([cH:9][cH:10]1)[N:7]([S:35](=[O:36])(=[O:37])[c:45]1[c:44]([O:48][C:49]([F:50])([F:51])[F:52])[cH:43][c:42]([O:41][CH3:40])[cH:47][cH:46]1)[C:6](=[O:11])[C:5]2([CH2:12][C:13]([N:14]1[CH2:15][CH2:16][N:17]([c:20]2[n:21][n:22][cH:23][cH:24][cH:25]2)[CH2:18][CH2:19]1)=[O:26])[c:27]1[c:28]([O:33][CH3:34])[cH:29][cH:30][cH:31][cH:32]1. Reaction SMILES: [CH3:1][O:2][C:3]([C:5]1[CH:6]=[C:7]([CH:11]=[C:12]([N:14]2[CH:18]=[CH:17][CH:16]=[CH:15]2)[CH:13]=1)[C:8]([OH:10])=O)=[O:4].[OH:19][CH:20]1[CH2:25][CH2:24][NH:23][CH2:22][CH2:21]1.ON1C2C=CC=CC=2N=N1.C(N=C=NCCCN(C)C)C>ClCCl>[OH:19][CH:20]1[CH2:25][CH2:24][N:23]([C:8]([C:7]2[CH:6]=[C:5]([CH:13]=[C:12]([N:14]3[CH:18]=[CH:17][CH:16]=[CH:15]3)[CH:11]=2)[C:3]([O:2][CH3:1])=[O:4])=[O:10])[CH2:22][CH2:21]1. The yield is 89.2%. Procedure details: To a mixture of 3-methoxycarbonyl-5-(pyrrol-1-yl)-benzoic acid (3.0 g), 4-hydroxypiperidine (1.23 g) and 1-hydroxybenzotriazole (1.81 g) in dichloromethane (100 ml) was added 1-ethyl-3-(3-dimethylaminopropyl)carbodiimide (2.57 g) under ice cooling, and the solution was stirred for 30 hours at room temperature. After evaporating the solvent, the residue was dissolved in a mixture of ethyl acetate and a saturated aqueous sodium hydrogencarbonate solution under stirring. The organic layer was succe... Starting materials: C(C)N=C=NCCCN(C)C (1-ethyl-3-(3-dimethylaminopropyl)carbodiimide), COC(=O)C=1C=C(C(=O)O)C=C(C1)N1C=CC=C1 (3-methoxycarbonyl-5-(pyrrol-1-yl)-benzoic acid), OC1CCNCC1 (4-hydroxypiperidine), ON1N=NC2=C1C=CC=C2 (1-hydroxybenzotriazole). The product is OC1CCN(CC1)C(=O)C=1C=C(C(=O)OC)C=C(C1)N1C=CC=C1 (methyl 3-[(4-hydroxypiperidin-1-yl)carbonyl]-5-(pyrrol-1-yl)benzoate). Solvent: ClCCl (dichloromethane). Conditions: time 30 hour.